Task: describe an organic reaction: reactants, conditions, products, and yield. Dataset: the Open Reaction Database (ORD), a public repository of structured organic reaction records Reactants: COC=1C=CC(=C2C=C(OC21)C(C)OC2CCNCC2)C(=O)O (7-methoxy-2-(1-methyl-piperidin-4-yloxymethyl)-benzofuran-4-carboxylic acid), [N+](=O)([O-])C1=CC=C(C=C1)O (4-nitrophenol), Cl.CN(CCCN=C=NCC)C (1-(3-dimethylaminopropyl)-3-ethylcarbodiimide hydrochloride). Reagents/catalysts: CN(C1=CC=NC=C1)C (4-dimethylaminopyridine). Solvent: ClCCl (dichloromethane). Product: [N+](=O)([O-])C1=CC=C(C=C1)OC(=O)C=1C=CC(=C2C1C=C(O2)C(C)OC2CCNCC2)OC (7-Methoxy-2-(1-methyl-piperidin-4-yloxymethyl)-benzofuran-4-carboxylic Acid 4-nitrophenyl Ester). Yield: 27.5%. RXN SMILES: [CH3:1][O:2][C:3]1[CH:4]=[CH:5][C:6]([C:21]([OH:23])=[O:22])=[C:7]2[C:11]=1[O:10][C:9]([CH:12]([O:14][CH:15]1[CH2:20][CH2:19][NH:18][CH2:17][CH2:16]1)[CH3:13])=[CH:8]2.[N+:24]([C:27]1[CH:32]=[CH:31][C:30](O)=[CH:29][CH:28]=1)([O-:26])=[O:25].Cl.CN(C)CCCN=C=NCC>CN(C)C1C=CN=CC=1.ClCCl>[N+:24]([C:27]1[CH:32]=[CH:31][C:30]([O:22][C:21]([C:6]2[CH:5]=[CH:4][C:3]([O:2][CH3:1])=[C:11]3[O:10][C:9]([CH:12]([O:14][CH:15]4[CH2:16][CH2:17][NH:18][CH2:19][CH2:20]4)[CH3:13])=[CH:8][C:7]=23)=[O:23])=[CH:29][CH:28]=1)([O-:26])=[O:25] |f:2.3|. Procedure: Prepared from 7-methoxy-2-(1-methyl-piperidin-4-yloxymethyl)-benzofuran-4-carboxylic acid (1.9 g), 4-nitrophenol (835 mg), 1-(3-dimethylaminopropyl)-3-ethylcarbodiimide hydrochloride (1.15 g) and 4-dimethylaminopyridine (catalytic amount) in dichloromethane (40 ml). Purification by column chromatography eluting with 10% methanol in dichloromethane afforded the desired product as a pale yellow solid (720 mg). Reactants: C([O-])([O-])=O.[Na+].[Na+] (sodium carbonate), P(OCC=C)(OCC=C)OCC=C (triallyl phosphite), C([O-])(O)=O.[Na+] (sodium bicarbonate), [Cr](=O)(=O)([O-])O[Cr](=O)(=O)[O-].[K+].[K+] (potassium dichromate). The solvent is O=O (oxygen), O (water). Yields the product P(=O)(OCC=C)(OCC=C)OCC=C (triallyl phosphate). The yield is 96.0%. As a reaction SMILES: C(=O)([O-])[O-:2].[Na+].[Na+].C(=O)(O)[O-].[Na+].[Cr](O[Cr]([O-])(=O)=O)([O-])(=O)=O.[K+].[K+].[P:23]([O:32][CH2:33][CH:34]=[CH2:35])([O:28][CH2:29][CH:30]=[CH2:31])[O:24][CH2:25][CH:26]=[CH2:27]>O=O.O>[P:23]([O:28][CH2:29][CH:30]=[CH2:31])([O:32][CH2:33][CH:34]=[CH2:35])([O:24][CH2:25][CH:26]=[CH2:27])=[O:2] |f:0.1.2,3.4,5.6.7|. Procedure: To 10 ml. of an aqueous solution containing 0.5 g. of sodium carbonate and 0.25 g. of sodium bicarbonate there is added a solution of 1.0 g. of potassium dichromate in 50 ml. of water, then 60 ml. of triallyl phosphite. The resulting mixture is stirred at 25°-30°C while passing in oxygen for eight hours. The aqueous layer is removed, leaving a 96% yield of substantially pure triallyl phosphate. The reactants are C(C)(C)C1=CC=C(C=C1)S(=O)(=O)CC1=CC=C(C=C1)CC(=O)O ([4-(4-isopropyl-benzenesulfonylmethyl)-phenyl]-acetic acid), CN(C=O)C (N,N-dimethylformamide), O (water), C(CC)N (propylamine). The solvent is N1=CC=CC=C1 (pyridine). Run at temperature 50 celsius, time 16 hour. Yields the product C(C)(C)C1=CC=C(C=C1)S(=O)(=O)CC1=CC=C(C=C1)CC(=O)NCCC (2-[4-(4-Isopropyl-benzenesulfonylmethyl)-phenyl]-N-propyl-acetamide). As a reaction SMILES: [CH:1]([C:4]1[CH:9]=[CH:8][C:7]([S:10]([CH2:13][C:14]2[CH:19]=[CH:18][C:17]([CH2:20][C:21](O)=[O:22])=[CH:16][CH:15]=2)(=[O:12])=[O:11])=[CH:6][CH:5]=1)([CH3:3])[CH3:2].CN(C)C=O.[CH2:29]([NH2:32])[CH2:30][CH3:31].O>N1C=CC=CC=1>[CH:1]([C:4]1[CH:9]=[CH:8][C:7]([S:10]([CH2:13][C:14]2[CH:15]=[CH:16][C:17]([CH2:20][C:21]([NH:32][CH2:29][CH2:30][CH3:31])=[O:22])=[CH:18][CH:19]=2)(=[O:11])=[O:12])=[CH:6][CH:5]=1)([CH3:2])[CH3:3]. Procedure details: To a solution of [4-(4-isopropyl-benzenesulfonylmethyl)-phenyl]-acetic acid (1 g, 3.00 mmol) in pyridine (15 ml)/N,N-dimethylformamide (15 ml) N,N′-carbonyldiimidazole (0.54 g, 3.31 mmol) was added and the mixture heated to 50° C. for 1 h. At 0° C. propylamine was added. The mixture was stirred at room temperature for 16 h. Then, the mixture was poured into water. The precipitate was collected and dried in a vacuum oven at 70° C. to give the product as a yellow powder (0.89 g, 2.39 mmol).